Dataset: the Open Reaction Database (ORD), a public repository of structured organic reaction records. Task: describe an organic reaction: reactants, conditions, products, and yield Reactants: C1CCOC1, COC(=O)c1ccc(OS(=O)(=O)C(F)(F)F)c(Cl)c1, COc1ccc(Br)cn1, O=C(C=Cc1ccccc1)C=Cc1ccccc1, O=C(C=Cc1ccccc1)C=Cc1ccccc1, [Pd]. Product: COC(=O)c1ccc(-c2ccc(OC)nc2)c(Cl)c1. Reaction SMILES: [CH2:29]1[O:30][CH2:31][CH2:32][CH2:33]1.[CH3:10][O:11][C:12]([c:13]1[cH:14][c:15]([Cl:27])[c:16]([O:19][S:20]([C:21]([F:22])([F:23])[F:24])(=[O:25])=[O:26])[cH:17][cH:18]1)=[O:28].[CH3:1][O:2][c:3]1[n:4][cH:5][c:6]([Br:9])[cH:7][cH:8]1.[CH:34](=[CH:35][C:36]([CH:37]=[CH:38][c:39]1[cH:40][cH:41][cH:42][cH:43][cH:44]1)=[O:45])[c:46]1[cH:47][cH:48][cH:49][cH:50][cH:51]1.[CH:52](=[CH:53][C:54]([CH:55]=[CH:56][c:57]1[cH:58][cH:59][cH:60][cH:61][cH:62]1)=[O:63])[c:64]1[cH:65][cH:66][cH:67][cH:68][cH:69]1.[Pd:70]>>[CH3:1][O:2][c:3]1[n:4][cH:5][c:6](-[c:16]2[c:15]([Cl:27])[cH:14][c:13]([C:12]([O:11][CH3:10])=[O:28])[cH:18][cH:17]2)[cH:7][cH:8]1. The product is CS(=O)(=O)N1CCN(CC1)C=1C=CC2=C(C(C=3NC4=CC(=CC=C4C3C2=O)C#N)(C)C)C1 (8-(4-Methanesulfonyl-piperazin-1-yl)-6,6-dimethyl-11-oxo-6,11-dihydro-5H-benzo[b]carbazole-3-carbonitrile). The reactants are C(#N)C1=CC=C2C=3C(C4=C(C(C3NC2=C1)(C)C)C=C(C=C4)OS(=O)(=O)C(F)(F)F)=O (Trifluoro-methanesulfonic acid 3-cyano-6,6-dimethyl-11-oxo-6,11-dihydro-5H-benzo[b]carbazol-8-yl ester), CS(=O)(=O)N1CCNCC1 (1-methanesulfonylpiperazine). As a reaction SMILES: [C:1]([C:3]1[CH:15]=[C:14]2[C:6]([C:7]3[C:8](=[O:30])[C:9]4[CH:21]=[CH:20][C:19](OS(C(F)(F)F)(=O)=O)=[CH:18][C:10]=4[C:11]([CH3:17])([CH3:16])[C:12]=3[NH:13]2)=[CH:5][CH:4]=1)#[N:2].[CH3:31][S:32]([N:35]1[CH2:40][CH2:39][NH:38][CH2:37][CH2:36]1)(=[O:34])=[O:33]>>[CH3:31][S:32]([N:35]1[CH2:40][CH2:39][N:38]([C:19]2[CH:20]=[CH:21][C:9]3[C:8](=[O:30])[C:7]4[C:6]5[C:14](=[CH:15][C:3]([C:1]#[N:2])=[CH:4][CH:5]=5)[NH:13][C:12]=4[C:11]([CH3:17])([CH3:16])[C:10]=3[CH:18]=2)[CH2:37][CH2:36]1)(=[O:34])=[O:33]. Procedure: Under the same conditions as the method for synthesizing Compound B2-1, the title compound was prepared from Compound B1 and 1-methanesulfonylpiperazine. Reactants: ice water, aqueous solution, [OH-].[Na+] (sodium hydroxide), Cl (hydrochloric acid), C(C)(=O)OCC1CC(C(C(O1)=O)C(C1=C(C=C(C=C1)Cl)[N+](=O)[O-])=O)=O (6-acetoxymethyl-3-(4-chloro-2-nitrobenzoyl)-tetrahydropyran-2,4-dione). Run in C(C)O (ethanol). Product: OCC1CC(C(C(O1)=O)C(C1=C(C=C(C=C1)Cl)[N+](=O)[O-])=O)=O (6-hydroxymethyl-3-(4-chloro-2-nitrobenzoyl)-tetrahydropyran-2,4-dione). Isolated yield 67.0%. Reaction SMILES: C([O:4][CH2:5][CH:6]1[O:11][C:10](=[O:12])[CH:9]([C:13](=[O:24])[C:14]2[CH:19]=[CH:18][C:17]([Cl:20])=[CH:16][C:15]=2[N+:21]([O-:23])=[O:22])[C:8](=[O:25])[CH2:7]1)(=O)C.[OH-].[Na+].Cl>C(O)C>[OH:4][CH2:5][CH:6]1[O:11][C:10](=[O:12])[CH:9]([C:13](=[O:24])[C:14]2[CH:19]=[CH:18][C:17]([Cl:20])=[CH:16][C:15]=2[N+:21]([O-:23])=[O:22])[C:8](=[O:25])[CH2:7]1 |f:1.2|. Reported procedure: To 10 ml of ethanol was dissolved 1.50 g (4.1 mmole) of 6-acetoxymethyl-3-(4-chloro-2-nitrobenzoyl)-tetrahydropyran-2,4-dione, then 8.0 ml of 1N aqueous solution of sodium hydroxide was added thereto to react for 1 hour at room temperature. The solution for the reaction was poured into ice water, acidified with diluted hydrochloric acid, then extracted with chloroform. The organic solvent layer extracted was washed with water and saturated brine in turn, dried with magnesium sulfate, and the sol... Reactants: CCOC(=O)CCCOc1c(Br)cc(Br)c(C(N)=O)c1Br, [Na+], [OH-], O. Product: NC(=O)c1c(Br)cc(Br)c(OCCCC(=O)O)c1Br. As a reaction SMILES: [CH2:1]([CH3:2])[O:3][C:4]([CH2:5][CH2:6][CH2:7][O:8][c:9]1[c:10]([Br:20])[c:11]([C:17]([NH2:18])=[O:19])[c:12]([Br:16])[cH:13][c:14]1[Br:15])=[O:21].[Na+:23].[OH-:22].[OH2:24]>>[O:3]=[C:4]([CH2:5][CH2:6][CH2:7][O:8][c:9]1[c:10]([Br:20])[c:11]([C:17]([NH2:18])=[O:19])[c:12]([Br:16])[cH:13][c:14]1[Br:15])[OH:21]. The reactants are ClC=1C(=C(N)C=CC1)F (3-Chloro-2-fluoroaniline), ClC1=NC=NC2=CC(=C(C=C12)O[C@H]1C[C@H](N(CC1)C(=O)OC(C)(C)C)C(=O)OC)OC (1-tert-butyl 2-methyl (2S,4R)-4-[(4-chloro-7-methoxyquinazolin-6-yl)oxy]piperidine-1,2-dicarboxylate), Cl (HCl). Run in O1CCOCC1 (dioxane), CC#N (MeCN). Conditions: temperature 60 celsius. The product is ClC=1C(=C(C=CC1)NC1=NC=NC2=CC(=C(C=C12)O[C@H]1C[C@H](NCC1)C(=O)OC)OC)F (methyl (2S,4R)-4-({4-[(3-chloro-2-fluorophenyl)amino]-7-methoxyquinazolin-6-yl}oxy)piperidine-2-carboxylate). Isolated yield 68.6%. As a reaction SMILES: Cl[C:2]1[C:11]2[C:6](=[CH:7][C:8]([O:30][CH3:31])=[C:9]([O:12][C@@H:13]3[CH2:18][CH2:17][N:16](C(OC(C)(C)C)=O)[C@H:15]([C:26]([O:28][CH3:29])=[O:27])[CH2:14]3)[CH:10]=2)[N:5]=[CH:4][N:3]=1.[Cl:32][C:33]1[C:34]([F:40])=[C:35]([CH:37]=[CH:38][CH:39]=1)[NH2:36].Cl>CC#N.O1CCOCC1>[Cl:32][C:33]1[C:34]([F:40])=[C:35]([NH:36][C:2]2[C:11]3[C:6](=[CH:7][C:8]([O:30][CH3:31])=[C:9]([O:12][C@@H:13]4[CH2:18][CH2:17][NH:16][C@H:15]([C:26]([O:28][CH3:29])=[O:27])[CH2:14]4)[CH:10]=3)[N:5]=[CH:4][N:3]=2)[CH:37]=[CH:38][CH:39]=1. Reported procedure: 1-tert-butyl 2-methyl (2S,4R)-4-[(4-chloro-7-methoxyquinazolin-6-yl)oxy]piperidine-1,2-dicarboxylate (12) (0.45 g, 1.0 mmol) was dissolved in MeCN (11 ml) under nitrogen. 3-Chloro-2-fluoroaniline (153 mg, 1.05 mmol) was then added followed by 4M HCl in dioxane (1.2 ml). The resulting mixture was heated overnight at 60° C. The reaction mixture was cooled to −8° C. and the resulting solids collected by filtration and washed with diethylether. The solids were dissolved in methanol, loaded onto an S... Reactants: COc1ccc(CCC(=O)CCc2ccc(OC)cc2)cc1, Cl, C1COCCO1, O, [Zn]. The product is COc1ccc(CCCCCc2ccc(OC)cc2)cc1. As a reaction SMILES: [CH3:1][O:2][c:3]1[cH:4][cH:5][c:6]([CH2:9][CH2:10][C:11]([CH2:12][CH2:13][c:14]2[cH:15][cH:16][c:17]([O:20][CH3:21])[cH:18][cH:19]2)=[O:22])[cH:7][cH:8]1.[ClH:29].[O:23]1[CH2:24][CH2:25][O:26][CH2:27][CH2:28]1.[OH2:31].[Zn:30]>>[CH3:1][O:2][c:3]1[cH:4][cH:5][c:6]([CH2:9][CH2:10][CH2:11][CH2:12][CH2:13][c:14]2[cH:15][cH:16][c:17]([O:20][CH3:21])[cH:18][cH:19]2)[cH:7][cH:8]1. Yields the product C=COc1cc(C=O)ccc1F. RXN SMILES: [Br:10][CH2:11][CH2:12][O:13][c:14]1[cH:15][c:16]([CH:17]=[O:18])[cH:19][cH:20][c:21]1[F:22].[CH2:29]([N+:30]([CH2:31][CH2:32][CH2:33][CH3:34])([CH2:35][CH2:36][CH2:37][CH3:38])[CH2:39][CH2:40][CH2:41][CH3:42])[CH2:43][CH2:44][CH3:45].[CH3:3][c:4]1[cH:5][cH:6][cH:7][cH:8][cH:9]1.[CH3:46][CH2:47][O:48][C:49](=[O:50])[CH3:51].[Na+:2].[OH-:1].[OH2:23].[S:24]([O-:25])([OH:26])(=[O:27])=[O:28]>>[CH2:11]=[CH:12][O:13][c:14]1[cH:15][c:16]([CH:17]=[O:18])[cH:19][cH:20][c:21]1[F:22]. The reactants are O=Cc1ccc(F)c(OCCBr)c1, CCCC[N+](CCCC)(CCCC)CCCC, Cc1ccccc1, CCOC(C)=O, [Na+], [OH-], O, O=S(=O)([O-])O.